The task is: describe an organic reaction: reactants, conditions, products, and yield. This data is from the Open Reaction Database (ORD), a public repository of structured organic reaction records. Reactants: BrCCC(=O)Cl (3-Bromopropionyl chloride), Cl.C(C(=O)C1=CC=CC=C1)N (phenacylamine hydrochloride). The solvent is CN(C=O)C (dimethylformamide). Run at time 2 hour. Yields the product C(C(=O)C1=CC=CC=C1)NC(CCBr)=O (N-Phenacyl-3-bromopropanamide). RXN SMILES: [Br:1][CH2:2][CH2:3][C:4](Cl)=[O:5].Cl.[CH2:8]([NH2:17])[C:9]([C:11]1[CH:16]=[CH:15][CH:14]=[CH:13][CH:12]=1)=[O:10]>CN(C)C=O>[CH2:8]([NH:17][C:4](=[O:5])[CH2:3][CH2:2][Br:1])[C:9]([C:11]1[CH:16]=[CH:15][CH:14]=[CH:13][CH:12]=1)=[O:10] |f:1.2|. Procedure: 3-Bromopropionyl chloride (25 g; 0.146 mole) was added slowly to a stirred suspension of phenacylamine hydrochloride (17.15 g; 0.1 mole) in dry dimethylformamide (50 ml) at room temperature. The internal temperature rose to ca. 40° C. The mixture was stirred for 2 hours and the DMF removed under vacuum. The residue was diluted with water (200 ml) and the crystalline solid collected, washed with water and dried. Weight of product = 9.49 g (35%), m.p. 114° C. The reactants are NC[C@H]1N(CCC[C@H]1C)C(=O)C1=C(C=CC(=C1)C)N1N=CC=N1 (((2S,3R)-2-(aminomethyl)-3-methylpiperidin-1-yl)(5-methyl-2-(2H-1,2,3-triazol-2-yl)phenyl)methanone), ClC1=NC=C(C=N1)F (2-chloro-5-fluoropyrimidine). The product is FC=1C=NC(=NC1)NC[C@H]1N(CCC[C@H]1C)C(=O)C1=C(C=CC(=C1)C)N1N=CC=N1 (((2S,3R)-2-(((5-Fluoropyrimidin-2-yl)amino)methyl)-3-methylpiperidin-1-yl)(5-methyl-2-(2H-1,2,3-triazol-2-yl)phenyl)methanone). As a reaction SMILES: [NH2:1][CH2:2][C@@H:3]1[C@H:8]([CH3:9])[CH2:7][CH2:6][CH2:5][N:4]1[C:10]([C:12]1[CH:17]=[C:16]([CH3:18])[CH:15]=[CH:14][C:13]=1[N:19]1[N:23]=[CH:22][CH:21]=[N:20]1)=[O:11].Cl[C:25]1[N:30]=[CH:29][C:28]([F:31])=[CH:27][N:26]=1>>[F:31][C:28]1[CH:27]=[N:26][C:25]([NH:1][CH2:2][C@@H:3]2[C@H:8]([CH3:9])[CH2:7][CH2:6][CH2:5][N:4]2[C:10]([C:12]2[CH:17]=[C:16]([CH3:18])[CH:15]=[CH:14][C:13]=2[N:19]2[N:23]=[CH:22][CH:21]=[N:20]2)=[O:11])=[N:30][CH:29]=1. Reported procedure: The title compound was prepared following the same general protocol as described for Example A1 using ((2S,3R)-2-(aminomethyl)-3-methylpiperidin-1-yl)(5-methyl-2-(2H-1,2,3-triazol-2-yl)phenyl)methanone and 2-chloro-5-fluoropyrimidine. ESI-MS (m/z): 410, 471 [M+1]+. The reactants are CC(C)CC(C)O, CO, CN1C(=O)C2(CC2)CN(C2CCCC2)c2nc(Cl)ncc21, COc1cc(C(=O)NCC(C)(C)CN2CCCC2)ccc1N, O, Cc1ccc(S(=O)(=O)O)cc1. Product: COc1cc(C(=O)NCC(C)(C)CN2CCCC2)ccc1Nc1ncc2c(n1)N(C1CCCC1)CC1(CC1)C(=O)N2C. Reaction SMILES: [CH3:56][CH:57]([CH3:58])[CH2:59][CH:60]([OH:61])[CH3:62].[CH3:63][OH:64].[Cl:1][c:2]1[n:3][cH:4][c:5]2[c:13]([n:14]1)[N:12]([CH:15]1[CH2:16][CH2:17][CH2:18][CH2:19]1)[CH2:11][C:8]1([C:7](=[O:20])[N:6]2[CH3:21])[CH2:9][CH2:10]1.[NH2:34][c:35]1[c:36]([O:54][CH3:55])[cH:37][c:38]([C:39](=[O:40])[NH:41][CH2:42][C:43]([CH2:44][N:45]2[CH2:46][CH2:47][CH2:48][CH2:49]2)([CH3:50])[CH3:51])[cH:52][cH:53]1.[OH2:22].[c:23]1([CH3:24])[cH:25][cH:26][c:27]([S:28]([OH:29])(=[O:30])=[O:31])[cH:32][cH:33]1>>[c:2]1([NH:34][c:35]2[c:36]([O:54][CH3:55])[cH:37][c:38]([C:39](=[O:40])[NH:41][CH2:42][C:43]([CH2:44][N:45]3[CH2:46][CH2:47][CH2:48][CH2:49]3)([CH3:50])[CH3:51])[cH:52][cH:53]2)[n:3][cH:4][c:5]2[c:13]([n:14]1)[N:12]([CH:15]1[CH2:16][CH2:17][CH2:18][CH2:19]1)[CH2:11][C:8]1([C:7](=[O:20])[N:6]2[CH3:21])[CH2:9][CH2:10]1. Starting materials: CN(C=CC(=O)C1=NC=C(C=C1)C)C (3-dimethylamino-1-(5-methyl-2-pyridyl)-2-propen-1-one), NC1=NNC=C1C(=O)OCC (ethyl 3-aminopyrazole-4-carboxylate). Yields the product CC=1C=CC(=NC1)C1=CC=NC=2N1N=CC2C(=O)OCC (Ethyl 7-(5-methyl-2-pyridyl)pyrazolo[1,5-a]pyrimidine-3-carboxylate). Procedure: A mixture of 0.01 mole of 3-dimethylamino-1-(5-methyl-2-pyridyl)-2-propen-1-one and 0.01 mole of ethyl 3-aminopyrazole-4-carboxylate in glacial acetic acid is refluxed for 6 hours. The solvent is removed under reduced pressure and the residue worked up as for Example 53 to give the product of the example. Solvent: C(C)(=O)O (acetic acid). Reaction SMILES: C[N:2]([CH3:14])[CH:3]=[CH:4][C:5]([C:7]1[CH:12]=[CH:11][C:10]([CH3:13])=[CH:9][N:8]=1)=O.N[C:16]1[C:20]([C:21]([O:23][CH2:24][CH3:25])=[O:22])=C[NH:18][N:17]=1>C(O)(=O)C>[CH3:13][C:10]1[CH:11]=[CH:12][C:7]([C:5]2[N:18]3[N:17]=[CH:16][C:20]([C:21]([O:23][CH2:24][CH3:25])=[O:22])=[C:14]3[N:2]=[CH:3][CH:4]=2)=[N:8][CH:9]=1. Starting materials: N[C@@H](C(=O)OC)CC#CC1=NC=C(C(=C1)C1=C(C=C(C=C1)F)C)N(C)C(C(C)(C)C1=CC(=CC(=C1)C(F)(F)F)C(F)(F)F)=O (methyl (2R)-2-amino-5-[5-[{2-[3,5-bis(trifluoromethyl)phenyl]-2-methylpropanoyl}(methyl)amino]-4-(4-fluoro-2-methylphenyl)-2-pyridinyl]-4-pentynoate), N[C@@H](C(=O)OC)CC#CC1=NC=C(C(=C1)C1=C(C=C(C=C1)F)C)N(C)C(C(C)(C)C1=CC(=CC(=C1)C(F)(F)F)C(F)(F)F)=O (methyl (2R)-2-amino-5-[5-[{2-[3,5-bis(trifluoromethyl)phenyl]-2-methylpropanoyl}(methyl)amino]-4-(4-fluoro-2-methylphenyl)-2-pyridinyl]-4-pentynoate). Reagents/catalysts: FC(S(=O)(=O)[O-])(F)F.[Ag+] (Silver trifluoromethanesulfonate). The solvent is C(C)#N (Acetonitrile). Conditions: time 8 hour. Product: FC(C=1C=C(C=C(C1)C(F)(F)F)C(C(=O)N(C=1C(=CC(=NC1)C=1CC[C@@H](N1)C(=O)OC)C1=C(C=C(C=C1)F)C)C)(C)C)(F)F (methyl (2R)-5-[5-[{2-[3,5-bis(trifluoromethyl)phenyl]-2-methylpropanoyl}(methyl)amino]-4-(4-fluoro-2-methylphenyl)-2-pyridinyl]-3,4-dihydro-2H-pyrrole-2-carboxylate). Isolated yield 118.8%. As a reaction SMILES: [NH2:1][C@H:2]([CH2:7][C:8]#[C:9][C:10]1[CH:15]=[C:14]([C:16]2[CH:21]=[CH:20][C:19]([F:22])=[CH:18][C:17]=2[CH3:23])[C:13]([N:24]([C:26](=[O:44])[C:27]([C:30]2[CH:35]=[C:34]([C:36]([F:39])([F:38])[F:37])[CH:33]=[C:32]([C:40]([F:43])([F:42])[F:41])[CH:31]=2)([CH3:29])[CH3:28])[CH3:25])=[CH:12][N:11]=1)[C:3]([O:5][CH3:6])=[O:4]>C(#N)C.FC(F)(F)S([O-])(=O)=O.[Ag+]>[F:37][C:36]([F:38])([F:39])[C:34]1[CH:35]=[C:30]([C:27]([CH3:28])([CH3:29])[C:26]([N:24]([CH3:25])[C:13]2[C:14]([C:16]3[CH:21]=[CH:20][C:19]([F:22])=[CH:18][C:17]=3[CH3:23])=[CH:15][C:10]([C:9]3[CH2:8][CH2:7][C@H:2]([C:3]([O:5][CH3:6])=[O:4])[N:1]=3)=[N:11][CH:12]=2)=[O:44])[CH:31]=[C:32]([C:40]([F:41])([F:43])[F:42])[CH:33]=1 |f:2.3|. Procedure details: Silver trifluoromethanesulfonate (0.381 g, 1.483 mmol) was added portionwise to a solution of methyl (2R)-2-amino-5-[5-[{2-[3,5-bis(trifluoromethyl)phenyl]-2-methylpropanoyl}(methyl)amino]-4-(4-fluoro-2-methylphenyl)-2-pyridinyl]-4-pentynoate (Intermediate 13, 1.85 g, 2.97 mmol) in anhydrous Acetonitrile (25 ml) and the resulting reaction mixture was stirred at room temperature overnight. Volatiles were evaporated under vacuo at room temperature. The residue was taken-up in dichloromethane and f... Reactants: [Li+].C[Si](C)(C)[N-][Si](C)(C)C (LiHMDS), ClC1=CC=C2C=C(NC2=C1)C=O (6-Chloro-1H-indole-2-carbaldehyde), [Cl-].[NH4+] (ammonium chloride), [Br-].C(CCCC)[P+](C1=CC=CC=C1)(C1=CC=CC=C1)C1=CC=CC=C1 (Pentyl-triphenyl-phosphonium bromide). Solvent: C1CCOC1 (THF), C1CCOC1 (THF), C(C)(=O)OCC (ethyl acetate), C1CCOC1 (THF). Reaction conditions: time 30 minute. Yields the product ClC1=CC=C2C=C(NC2=C1)C=CCCCC (6-Chloro-2-hex-1-enyl-1H-indole). RXN SMILES: [Br-].[CH2:2]([P+](C1C=CC=CC=1)(C1C=CC=CC=1)C1C=CC=CC=1)[CH2:3][CH2:4][CH2:5][CH3:6].[Li+].C[Si]([N-][Si](C)(C)C)(C)C.[Cl:36][C:37]1[CH:45]=[C:44]2[C:40]([CH:41]=[C:42]([CH:46]=O)[NH:43]2)=[CH:39][CH:38]=1.[Cl-].[NH4+]>C1COCC1.C(OCC)(=O)C>[Cl:36][C:37]1[CH:45]=[C:44]2[C:40]([CH:41]=[C:42]([CH:46]=[CH:2][CH2:3][CH2:4][CH2:5][CH3:6])[NH:43]2)=[CH:39][CH:38]=1 |f:0.1,2.3,5.6|. Procedure details: To the cold suspension of Pentyl-triphenyl-phosphonium bromide in THF was added LiHMDS in THF and the mixture was stirred for 30 minutes. A solution of 6-Chloro-1H-indole-2-carbaldehyde in THF was added to the reaction mixture and stirred for 3 hours. The reaction mixture was treated with saturated ammonium chloride and ethyl acetate. The product was purified by column chromatography. Yields the product CN1C(=O)C2(CC(c3ccccc3)Oc3ccc(-c4ccc(S(=O)(=O)N(C)C)cc4)cc32)N=C1N. Starting materials: O=C([O-])[O-], C1COCCO1, CN(C)S(=O)(=O)c1ccc(B(O)O)cc1, [Cs+], [Cs+], CN1C(=O)C2(CC(c3ccccc3)Oc3ccc(Br)cc32)N=C1N, Cl[Pd]Cl, c1ccc(P(c2ccccc2)c2ccccc2)cc1, c1ccc(P(c2ccccc2)c2ccccc2)cc1. Reaction SMILES: [C:46](=[O:47])([O-:48])[O-:49].[CH2:40]1[O:41][CH2:42][CH2:43][O:44][CH2:45]1.[CH3:25][N:26]([S:27](=[O:28])(=[O:29])[c:30]1[cH:31][cH:32][c:33]([B:36]([OH:37])[OH:38])[cH:34][cH:35]1)[CH3:39].[Cs+:50].[Cs+:51].[NH2:1][C:2]1=[N:22][C:5]2([C:4](=[O:23])[N:3]1[CH3:24])[CH2:6][CH:7]([c:16]1[cH:17][cH:18][cH:19][cH:20][cH:21]1)[O:8][c:9]1[cH:10][cH:11][c:12]([Br:15])[cH:13][c:14]12.[Pd:52]([Cl:53])[Cl:54].[c:55]1([P:56]([c:57]2[cH:58][cH:59][cH:60][cH:61][cH:62]2)[c:63]2[cH:64][cH:65][cH:66][cH:67][cH:68]2)[cH:69][cH:70][cH:71][cH:72][cH:73]1.[c:74]1([P:75]([c:76]2[cH:77][cH:78][cH:79][cH:80][cH:81]2)[c:82]2[cH:83][cH:84][cH:85][cH:86][cH:87]2)[cH:88][cH:89][cH:90][cH:91][cH:92]1>>[NH2:1][C:2]1=[N:22][C:5]2([C:4](=[O:23])[N:3]1[CH3:24])[CH2:6][CH:7]([c:16]1[cH:17][cH:18][cH:19][cH:20][cH:21]1)[O:8][c:9]1[cH:10][cH:11][c:12](-[c:33]3[cH:32][cH:31][c:30]([S:27]([N:26]([CH3:25])[CH3:39])(=[O:28])=[O:29])[cH:35][cH:34]3)[cH:13][c:14]12. Starting materials: ClC1=NC=CC=C1C(=O)C=1NC=C(C1)C1=C(C=CC=C1Cl)Cl ((2-chloro-pyridin-3-yl)-[4-(2,6-dichloro-phenyl)-1H-pyrrol-2-yl]-methanone), O.NN (hydrazine hydrate). Run in C(C)O (ethanol). Product: ClC1=C(C(=CC=C1)Cl)C=1C=C(NC1)C1=NNC2=NC=CC=C21 (3-[4-(2,6-Dichloro-phenyl)-1H-pyrrol-2-yl]-1H-pyrazolo[3,4-b]pyridine). Reaction SMILES: Cl[C:2]1[C:7]([C:8]([C:10]2[NH:11][CH:12]=[C:13]([C:15]3[C:20]([Cl:21])=[CH:19][CH:18]=[CH:17][C:16]=3[Cl:22])[CH:14]=2)=O)=[CH:6][CH:5]=[CH:4][N:3]=1.O.[NH2:24][NH2:25]>C(O)C>[Cl:22][C:16]1[CH:17]=[CH:18][CH:19]=[C:20]([Cl:21])[C:15]=1[C:13]1[CH:14]=[C:10]([C:8]2[C:7]3[C:2](=[N:3][CH:4]=[CH:5][CH:6]=3)[NH:25][N:24]=2)[NH:11][CH:12]=1 |f:1.2|. Procedure: A mixture of (2-chloro-pyridin-3-yl)-[4-(2,6-dichloro-phenyl)-1H-pyrrol-2-yl]-methanone (150 mg) from above and hydrazine hydrate (0.5 mL) in ethanol (7 mL) was heated at 90–100° C. for overnight. The reaction was concentrated, the residue was washed with water, dried and triturated with ethyl acetate-hexane mixture to give 71 mg of the titled compound.